This data is from the Open Reaction Database (ORD), a public repository of structured organic reaction records. The task is: describe an organic reaction: reactants, conditions, products, and yield Starting materials: ClC=1C2=C(N=NN1)C1=C(S2)N=C(C=C1)C (4-chloro-7-methylpyrido[3',2':4,5]thieno[3,2-d]-1,2,3-triazine), NC(=S)N (thiourea). The solvent is C(C)O (ethanol). The product is SC=1C2=C(N=NN1)C1=C(S2)N=C(C=C1)C (4-Mercapto-7-methylpyrido[3',2':4,5]thieno[3,2-d]-1,2,3-triazine). Reaction SMILES: Cl[C:2]1[C:3]2[S:10][C:9]3[N:11]=[C:12]([CH3:15])[CH:13]=[CH:14][C:8]=3[C:4]=2[N:5]=[N:6][N:7]=1.NC(N)=[S:18]>C(O)C>[SH:18][C:2]1[C:3]2[S:10][C:9]3[N:11]=[C:12]([CH3:15])[CH:13]=[CH:14][C:8]=3[C:4]=2[N:5]=[N:6][N:7]=1. Procedure: A mixture of 7 g. (0.03 M) of 4-chloro-7-methylpyrido[3',2':4,5]thieno[3,2-d]-1,2,3-triazine, and 7 g. (0.09 M) of thiourea in 350 ml. ethanol was refluxed for 2 hours. It was then cooled and filtered. The crude product was dissolved in 5% NaOH, and treated with charcoal and filtered. Acidification with HOAC followed by filtration yielded yellow solid, m.p. 205°-208° C. Starting materials: FCC1(OC2=C(C(=C1)C(=O)OCC)C=C(C=C2)I)CF (ethyl 2,2-bisfluoromethyl-6-iodo-2H-1-benzopyran-4-carboxylate), FC(C(=O)[O-])(F)F.[K+] (potassium trifluoroacetate), cuprous iodide, C1(=CC=CC=C1)C (toluene). Run in CN(C=O)C (N,N-dimethylformamide). Reaction conditions: temperature 150 celsius, time 5.5 hour. Product: FCC1(OC2=C(C(=C1)C(=O)OCC)C=C(C=C2)C(F)(F)F)CF (ethyl 2,2-bisfluoromethyl-6-trifluoromethyl-2H-1-benzopyran-4-carboxylate). Isolated yield 59.8%. RXN SMILES: [F:1][CH2:2][C:3]1([CH2:19][F:20])[CH:8]=[C:7]([C:9]([O:11][CH2:12][CH3:13])=[O:10])[C:6]2[CH:14]=[C:15](I)[CH:16]=[CH:17][C:5]=2[O:4]1.[F:21][C:22]([F:27])([F:26])C([O-])=O.[K+].C1(C)C=CC=CC=1>CN(C)C=O>[F:1][CH2:2][C:3]1([CH2:19][F:20])[CH:8]=[C:7]([C:9]([O:11][CH2:12][CH3:13])=[O:10])[C:6]2[CH:14]=[C:15]([C:22]([F:27])([F:26])[F:21])[CH:16]=[CH:17][C:5]=2[O:4]1 |f:1.2|. Reported procedure: A mixture of 1.00 g of ethyl 2,2-bisfluoromethyl-6-iodo-2H-1-benzopyran-4-carboxylate, 0.84 g of potassium trifluoroacetate, 1.18 g of cuprous iodide, 4 ml of toluene and 10 ml of N,N-dimethylformamide was heated with stirring at 150° C. for 5.5 hours in a nitrogen gas atmosphere while removing toluene. The reaction mixture was added to a mixed solution of 2N hydrochloric acid and ethyl acetate, and an insoluble material was separated by filtration using celite. The organic layer was separated f... Reactants: CC(N)C(N)(c1ccc(F)cc1)c1ccc(F)nc1, COc1cc(C(=O)O)cn(C(F)F)c1=O. The product is COc1cc(C2=NC(c3ccc(F)cc3)(c3ccc(F)nc3)C(C)N2)cn(C(F)F)c1=O. RXN SMILES: [F:1][c:2]1[cH:3][cH:4][c:5]([C:8]([CH:9]([CH3:10])[NH2:11])([NH2:12])[c:13]2[cH:14][n:15][c:16]([F:19])[cH:17][cH:18]2)[cH:6][cH:7]1.[F:20][CH:21]([n:22]1[c:23](=[O:33])[c:24]([O:31][CH3:32])[cH:25][c:26]([C:28]([OH:29])=[O:30])[cH:27]1)[F:34]>>[F:1][c:2]1[cH:3][cH:4][c:5]([C:8]2([c:13]3[cH:14][n:15][c:16]([F:19])[cH:17][cH:18]3)[CH:9]([CH3:10])[NH:11][C:28]([c:26]3[cH:25][c:24]([O:31][CH3:32])[c:23](=[O:33])[n:22]([CH:21]([F:20])[F:34])[cH:27]3)=[N:12]2)[cH:6][cH:7]1.